From a dataset of the Open Reaction Database (ORD), a public repository of structured organic reaction records. describe an organic reaction: reactants, conditions, products, and yield Reactants: Cl (HCl), [OH-].[K+] (potassium hydroxide), COC(C(C1=CC=C(C=C1)OCCCOC1=CC=C(C=C1)Cl)OC=1C=C2CCCC2=CC1)=O (methyl(5-indanyloxy){p-[3-(p-chlorophenoxy)propoxy]phenyl}acetate), CO (methanol). The solvent is O (water). Product: C1CCC2=CC(=CC=C12)OC(C(=O)O)C1=CC=C(C=C1)OCCCOC1=CC=C(C=C1)Cl ((5-Indanyloxy){p-[3-(p-chlorophenoxy)propoxy]phenyl}acetic acid). Isolated yield 100.2%. RXN SMILES: [OH-].[K+].C[O:4][C:5](=[O:35])[CH:6]([O:25][C:26]1[CH:27]=[C:28]2[C:32](=[CH:33][CH:34]=1)[CH2:31][CH2:30][CH2:29]2)[C:7]1[CH:12]=[CH:11][C:10]([O:13][CH2:14][CH2:15][CH2:16][O:17][C:18]2[CH:23]=[CH:22][C:21]([Cl:24])=[CH:20][CH:19]=2)=[CH:9][CH:8]=1.CO.Cl>O>[CH2:31]1[C:32]2[C:28](=[CH:27][C:26]([O:25][CH:6]([C:7]3[CH:12]=[CH:11][C:10]([O:13][CH2:14][CH2:15][CH2:16][O:17][C:18]4[CH:23]=[CH:22][C:21]([Cl:24])=[CH:20][CH:19]=4)=[CH:9][CH:8]=3)[C:5]([OH:35])=[O:4])=[CH:34][CH:33]=2)[CH2:29][CH2:30]1 |f:0.1|. Reported procedure: A mixture of 5 g of potassium hydroxide, 7.0 g of methyl(5-indanyloxy){p-[3-(p-chlorophenoxy)propoxy]phenyl}acetate, 5 ml of methanol and 50 ml of water is refluxed for 4 hours. The mixture is acidified with concentrated HCl, chilled and the aqueous layer decanted from the gum which separated. The gum is washed with water, dissolved in chloroform and the solution dried (MgSO4). The solvent is removed under reduced pressure to give 6.8 g of gum. The gum is crystallized from petroleum ether contai...